Dataset: the Open Reaction Database (ORD), a public repository of structured organic reaction records. Task: describe an organic reaction: reactants, conditions, products, and yield Starting materials: CC(=O)Oc1ccc(NC=O)c([N+](=O)[O-])c1, CCOC(C)=O. The product is CC(=O)Oc1ccc(NC=O)c(N)c1. RXN SMILES: [C:1]([CH3:2])(=[O:3])[O:4][c:5]1[cH:6][c:7]([N+:14]([O-:15])=[O:16])[c:8]([NH:11][CH:12]=[O:13])[cH:9][cH:10]1.[CH3:17][CH2:18][O:19][C:20](=[O:21])[CH3:22]>>[C:1]([CH3:2])(=[O:3])[O:4][c:5]1[cH:6][c:7]([NH2:14])[c:8]([NH:11][CH:12]=[O:13])[cH:9][cH:10]1. Starting materials: COC(=O)[C@H]1N(C[C@@H](C1)S(=O)(=O)C1=C(C=C(C=C1)F)C(F)(F)F)C(CC(C)=O)=S ((2S,4R)-4-(4-fluoro-2-trifluoromethyl-benzenesulfonyl)-1-(3-oxo-thiobutyryl)-pyrrolidine-2-carboxylic acid methyl ester), Cl.C1(CCC1)NN (cyclobutylhydrazine hydrochloride). Yields the product COC(=O)[C@H]1N(C[C@@H](C1)S(=O)(=O)C1=C(C=C(C=C1)F)C(F)(F)F)C=1N(N=C(C1)C)C1CCC1 ((2S,4R)-1-(2-Cyclobutyl-5-methyl-2H-pyrazol-3-yl)-4-(4-fluoro-2-trifluoromethyl-benzenesulfonyl)-pyrrolidine-2-carboxylic acid methyl ester). As a reaction SMILES: [CH3:1][O:2][C:3]([C@@H:5]1[CH2:9][C@@H:8]([S:10]([C:13]2[CH:18]=[CH:17][C:16]([F:19])=[CH:15][C:14]=2[C:20]([F:23])([F:22])[F:21])(=[O:12])=[O:11])[CH2:7][N:6]1[C:24](=S)[CH2:25][C:26](=O)[CH3:27])=[O:4].Cl.[CH:31]1([NH:35][NH2:36])[CH2:34][CH2:33][CH2:32]1>>[CH3:1][O:2][C:3]([C@@H:5]1[CH2:9][C@@H:8]([S:10]([C:13]2[CH:18]=[CH:17][C:16]([F:19])=[CH:15][C:14]=2[C:20]([F:23])([F:22])[F:21])(=[O:11])=[O:12])[CH2:7][N:6]1[C:24]1[N:35]([CH:31]2[CH2:34][CH2:33][CH2:32]2)[N:36]=[C:26]([CH3:27])[CH:25]=1)=[O:4] |f:1.2|. Procedure details: In analogy to the procedure described in example 192 h, (2S,4R)-4-(4-fluoro-2-trifluoromethyl-benzenesulfonyl)-1-(3-oxo-thiobutyryl)-pyrrolidine-2-carboxylic acid methyl ester was reacted with cyclobutylhydrazine hydrochloride (CAS Reg. No. 158001-21-9) to give the title compound as yellow oil. MS (ESI): m/z=490.1 [M+H]+. Starting materials: COC(=O)C=1NC2=CC(=CC=C2C1)C (6-methyl-1H-indole-2-carboxylic acid methyl ester), BrCC1=CC=CC2=CC=CC=C12 (1-bromomethyl-naphthalene). The product is CC1=CC=C2C=C(N(C2=C1)CC1=CC=CC2=CC=CC=C12)C(=O)O (6-Methyl-1-naphthalen-1-ylmethyl-1H-indole-2-carboxylic acid). RXN SMILES: C[O:2][C:3]([C:5]1[NH:6][C:7]2[C:12]([CH:13]=1)=[CH:11][CH:10]=[C:9]([CH3:14])[CH:8]=2)=[O:4].Br[CH2:16][C:17]1[C:26]2[C:21](=[CH:22][CH:23]=[CH:24][CH:25]=2)[CH:20]=[CH:19][CH:18]=1>>[CH3:14][C:9]1[CH:8]=[C:7]2[C:12]([CH:13]=[C:5]([C:3]([OH:2])=[O:4])[N:6]2[CH2:16][C:17]2[C:26]3[C:21](=[CH:22][CH:23]=[CH:24][CH:25]=3)[CH:20]=[CH:19][CH:18]=2)=[CH:11][CH:10]=1. Reported procedure: Using general procedure B, 6-methyl-1H-indole-2-carboxylic acid methyl ester was coupled with 1-bromomethyl-naphthalene and the product obtained was hydrolyzed to give the title compound as a white solid. MS: 314.1 ([M−H]−). Starting materials: COC(=O)CCCC(=O)[O-], CN(C)C=O, ClC(Cl)Cl, Cl, Nc1c(C(=O)Nc2ccc(Cl)cn2)oc2ccccc12, O=S(Cl)Cl, c1ccncc1. The product is COC(=O)CCCC(=O)Nc1c(C(=O)Nc2ccc(Cl)cn2)oc2ccccc12. As a reaction SMILES: [C:1]([CH2:2][CH2:3][CH2:4][C:5](=[O:6])[O-:7])(=[O:8])[O:9][CH3:10].[CH3:46][N:47]([CH3:48])[CH:49]=[O:50].[CH:36]([Cl:37])([Cl:38])[Cl:39].[ClH:35].[NH2:15][c:16]1[c:17]([C:25](=[O:26])[NH:27][c:28]2[n:29][cH:30][c:31]([Cl:34])[cH:32][cH:33]2)[o:18][c:19]2[c:20]1[cH:21][cH:22][cH:23][cH:24]2.[S:11]([Cl:12])([Cl:13])=[O:14].[cH:40]1[cH:41][cH:42][n:43][cH:44][cH:45]1>>[C:1]([CH2:2][CH2:3][CH2:4][C:5](=[O:7])[NH:15][c:16]1[c:17]([C:25](=[O:26])[NH:27][c:28]2[n:29][cH:30][c:31]([Cl:34])[cH:32][cH:33]2)[o:18][c:19]2[c:20]1[cH:21][cH:22][cH:23][cH:24]2)(=[O:8])[O:9][CH3:10]. Starting materials: CC(C)(C)OC(=O)N1CCC2CN(c3cnc(Br)c(CO)c3)CC21, CI, CN(C)C=O, [H-], [Na+]. Product: COCc1cc(N2CC3CCN(C(=O)OC(C)(C)C)C3C2)cnc1Br. RXN SMILES: [Br:1][c:2]1[c:3]([CH2:23][OH:24])[cH:4][c:5]([N:8]2[CH2:9][CH:10]3[N:11]([C:16](=[O:17])[O:18][C:19]([CH3:20])([CH3:21])[CH3:22])[CH2:12][CH2:13][CH:14]3[CH2:15]2)[cH:6][n:7]1.[CH3:27][I:28].[CH3:29][N:30]([CH3:31])[CH:32]=[O:33].[H-:26].[Na+:25]>>[Br:1][c:2]1[c:3]([CH2:23][O:24][CH3:27])[cH:4][c:5]([N:8]2[CH2:9][CH:10]3[N:11]([C:16](=[O:17])[O:18][C:19]([CH3:20])([CH3:21])[CH3:22])[CH2:12][CH2:13][CH:14]3[CH2:15]2)[cH:6][n:7]1.